Dataset: the Open Reaction Database (ORD), a public repository of structured organic reaction records. Task: describe an organic reaction: reactants, conditions, products, and yield The reactants are ClC=1N=C(C2=C(N1)C(=NC=N2)NCCC2=CC=CC=C2)N2CCS(CC2)=O (2-chloro-4-(1-oxido-thiomorpholino)-8-phenethylamino-pyrimido-[5,4-d]-pyrimidine), C(=O)N1CCNCC1 (N-formyl-piperazine). The product is C(=O)N1CCN(CC1)C=1N=C(C2=C(N1)C(=NC=N2)NCCC2=CC=CC=C2)N2CCS(CC2)=O (2-(N-Formyl-piperazino)-4-(1-oxido-thiomorpholino)-8-phenethylamino-pyrimido-[5,4-d]-pyrimidine). As a reaction SMILES: Cl[C:2]1[N:3]=[C:4]([N:21]2[CH2:26][CH2:25][S:24](=[O:27])[CH2:23][CH2:22]2)[C:5]2[N:11]=[CH:10][N:9]=[C:8]([NH:12][CH2:13][CH2:14][C:15]3[CH:20]=[CH:19][CH:18]=[CH:17][CH:16]=3)[C:6]=2[N:7]=1.[CH:28]([N:30]1[CH2:35][CH2:34][NH:33][CH2:32][CH2:31]1)=[O:29]>>[CH:28]([N:30]1[CH2:35][CH2:34][N:33]([C:2]2[N:3]=[C:4]([N:21]3[CH2:26][CH2:25][S:24](=[O:27])[CH2:23][CH2:22]3)[C:5]3[N:11]=[CH:10][N:9]=[C:8]([NH:12][CH2:13][CH2:14][C:15]4[CH:16]=[CH:17][CH:18]=[CH:19][CH:20]=4)[C:6]=3[N:7]=2)[CH2:32][CH2:31]1)=[O:29]. Reported procedure: This compound was prepared analogous to Example 181 from 2-chloro-4-(1-oxido-thiomorpholino)-8-phenethylamino-pyrimido-[5,4-d]-pyrimidine (m.p.: 198°-200° C.) and N-formyl-piperazine. The product is Cl.C(C)(=O)N1CCN(CC1)CC1=CC=C(C=C1)C1=C(C=C(C=C1)CCC(=O)NC(=N)NCC(CC)O)OCCCOC (3-{4′-[(4-acetylpiperazin-1-yl)methyl]-2-(3-methoxypropoxy)biphenyl-4-yl}-N-{[(2-hydroxybutyl)amino](imino)methyl}propanamide hydrochloride). As a reaction SMILES: [Na].Cl.C[Si]([Si]([Si](C)(C)C)([Si](C)(C)C)[N:8]=[C:9]([NH2:16])[NH:10][CH2:11][CH2:12][CH2:13][CH2:14]O)(C)C.[C:25]([N:28]1[CH2:33][CH2:32][N:31]([CH2:34][C:35]2[CH:40]=[CH:39][C:38]([C:41]3[CH:46]=[CH:45][C:44]([CH2:47][CH2:48][C:49](OCC)=[O:50])=[CH:43][C:42]=3[O:54][CH2:55][CH2:56][CH2:57][O:58][CH3:59])=[CH:37][CH:36]=2)[CH2:30][CH2:29]1)(=[O:27])[CH3:26].[Cl:60]CCl.[Cl-].[Na+].[OH2:65]>C(O)C.CN(C=O)C>[ClH:60].[C:25]([N:28]1[CH2:29][CH2:30][N:31]([CH2:34][C:35]2[CH:40]=[CH:39][C:38]([C:41]3[CH:46]=[CH:45][C:44]([CH2:47][CH2:48][C:49]([NH:16][C:9]([NH:10][CH2:11][CH:12]([OH:65])[CH2:13][CH3:14])=[NH:8])=[O:50])=[CH:43][C:42]=3[O:54][CH2:55][CH2:56][CH2:57][O:58][CH3:59])=[CH:37][CH:36]=2)[CH2:32][CH2:33]1)(=[O:27])[CH3:26] |f:1.2,4.5.6.7,10.11,^1:0|. The reactants are C(C)(=O)N1CCN(CC1)CC1=CC=C(C=C1)C1=C(C=C(C=C1)CCC(=O)OCC)OCCCOC (ethyl 3-{4′-[(4-acetylpiperazin-1-yl)methyl]-2-(3-methoxypropoxy)biphenyl-4-yl}propanoate), [Na] (Sodium), [Na] (sodium), Cl.C[Si](C)(C)[Si](N=C(NCCCCO)N)([Si](C)(C)C)[Si](C)(C)C (2-tris(trimethylsilyl)silylhydroxybutylguanidine hydrochloride), ClCCl.[Cl-].[Na+].O (dichloromethane brine). Solvent: CN(C)C=O (DMF), C(C)O (ethanol). Run at time 1 hour. Reported procedure: Sodium (0.15 g, 6.5 mmol) was dissolved in ethanol (3.5 mL) at room temperature. Once all the sodium was dissolved, 2-tris(trimethylsilyl)silylhydroxybutylguanidine hydrochloride (2.45 g, 6.5 mmol) was added and the mixture was stirred for 1 h. A white precipitate formed and was filtered off. The filtrate was evaporated under reduced pressure and a solution of ethyl 3-{4′-[(4-acetylpiperazin-1-yl)methyl]-2-(3-methoxypropoxy)biphenyl-4-yl}propanoate (0.50 g, 1.0 mmol) and DMF (3.5 mL) was added a... Yield: 15.0%.